Dataset: the Open Reaction Database (ORD), a public repository of structured organic reaction records. Task: describe an organic reaction: reactants, conditions, products, and yield Reactants: N(=[N+]=[N-])C1=C(C=NC=C1C)C(=O)OCC (ethyl 4-azido-5-methyl-3-pyridinecarboxylate), [H][H] (hydrogen). Reagents/catalysts: [Pd] (palladium on carbon). Solvent: C(C)O (ethanol). The product is NC1=C(C=NC=C1C)C(=O)OCC (ethyl 4-amino-5-methyl-3-pyridinecarboxylate). Yield: 98.4%. Reaction SMILES: [N:1]([C:4]1[C:9]([CH3:10])=[CH:8][N:7]=[CH:6][C:5]=1[C:11]([O:13][CH2:14][CH3:15])=[O:12])=[N+]=[N-].[H][H]>C(O)C.[Pd]>[NH2:1][C:4]1[C:9]([CH3:10])=[CH:8][N:7]=[CH:6][C:5]=1[C:11]([O:13][CH2:14][CH3:15])=[O:12]. Procedure details: 0.50 g of material prepared in Step A was dissolved in 15 mL of ethanol. 0.15 g of 10% palladium on carbon was added. The reaction mixture was placed under one atmosphere of hydrogen for 2 hours. The catalyst was removed by filtration. The solvent was removed with a rotary evaporator to afford 0.43 g of the title compound as a white solid. The product is CC(=O)N1c2ccc3oc(=O)cc(Cc4ccccc4)c3c2C(OC(N)=O)CC1C. Starting materials: CC1CC(OC(N)=O)c2c(ccc3oc(=O)cc(Cc4ccccc4)c23)N1, CC(=O)Cl, ClCCl, c1ccncc1. As a reaction SMILES: [C:1]([NH2:2])([O:3][CH:4]1[CH2:5][CH:6]([CH3:26])[NH:7][c:8]2[cH:9][cH:10][c:11]3[c:12]([c:13]21)[c:14]([CH2:19][c:20]1[cH:21][cH:22][cH:23][cH:24][cH:25]1)[cH:15][c:16](=[O:18])[o:17]3)=[O:27].[CH3:34][C:35]([Cl:36])=[O:37].[Cl:38][CH2:39][Cl:40].[cH:28]1[cH:29][cH:30][n:31][cH:32][cH:33]1>>[C:1]([NH2:2])([O:3][CH:4]1[CH2:5][CH:6]([CH3:26])[N:7]([C:35]([CH3:34])=[O:37])[c:8]2[cH:9][cH:10][c:11]3[c:12]([c:13]21)[c:14]([CH2:19][c:20]1[cH:21][cH:22][cH:23][cH:24][cH:25]1)[cH:15][c:16](=[O:18])[o:17]3)=[O:27]. Reactants: CC(C)(C)OC(=O)Nc1ccc2c(c1)Sc1cccc(B3OC(C)(C)C(C)(C)O3)c1S2, C1COCCO1, O=c1cc(Cl)oc(N2CCOCC2)c1, [K+], [K+], N#N, O=C([O-])[O-], c1ccc(P(c2ccccc2)(c2ccccc2)[Pd](P(c2ccccc2)(c2ccccc2)c2ccccc2)(P(c2ccccc2)(c2ccccc2)c2ccccc2)P(c2ccccc2)(c2ccccc2)c2ccccc2)cc1. Product: CC(C)(C)OC(=O)Nc1ccc2c(c1)Sc1cccc(-c3cc(=O)cc(N4CCOCC4)o3)c1S2. RXN SMILES: [C:1]([CH3:2])([CH3:3])([CH3:4])[O:5][C:6]([NH:7][c:8]1[cH:9][c:10]2[c:19]([cH:20][cH:21]1)[S:18][c:17]1[c:12]([cH:13][cH:14][cH:15][c:16]1[B:22]1[O:23][C:24]([CH3:25])([CH3:26])[C:27]([CH3:28])([CH3:29])[O:30]1)[S:11]2)=[O:31].[CH2:54]1[O:55][CH2:56][CH2:57][O:58][CH2:59]1.[Cl:32][c:33]1[o:34][c:35]([N:40]2[CH2:41][CH2:42][O:43][CH2:44][CH2:45]2)[cH:36][c:37](=[O:39])[cH:38]1.[K+:46].[K+:47].[N:52]#[N:53].[O-:48][C:49]([O-:50])=[O:51].[cH:60]1[cH:61][cH:62][c:63]([P:64]([Pd:65]([P:66]([c:67]2[cH:68][cH:69][cH:70][cH:71][cH:72]2)([c:73]2[cH:74][cH:75][cH:76][cH:77][cH:78]2)[c:79]2[cH:80][cH:81][cH:82][cH:83][cH:84]2)([P:85]([c:86]2[cH:87][cH:88][cH:89][cH:90][cH:91]2)([c:92]2[cH:93][cH:94][cH:95][cH:96][cH:97]2)[c:98]2[cH:99][cH:100][cH:101][cH:102][cH:103]2)[P:104]([c:105]2[cH:106][cH:107][cH:108][cH:109][cH:110]2)([c:111]2[cH:112][cH:113][cH:114][cH:115][cH:116]2)[c:117]2[cH:118][cH:119][cH:120][cH:121][cH:122]2)([c:123]2[cH:124][cH:125][cH:126][cH:127][cH:128]2)[c:129]2[cH:130][cH:131][cH:132][cH:133][cH:134]2)[cH:135][cH:136]1>>[C:1]([CH3:2])([CH3:3])([CH3:4])[O:5][C:6]([NH:7][c:8]1[cH:9][c:10]2[c:19]([cH:20][cH:21]1)[S:18][c:17]1[c:12]([cH:13][cH:14][cH:15][c:16]1-[c:33]1[o:34][c:35]([N:40]3[CH2:41][CH2:42][O:43][CH2:44][CH2:45]3)[cH:36][c:37](=[O:39])[cH:38]1)[S:11]2)=[O:31]. Reactants: CCOC(=N)CC(=O)OCC, CCO, CN(C)CCN, Cl. Product: CCOC(=O)CC(=N)NCCN(C)C. RXN SMILES: [CH2:8]([O:9][C:11]([CH2:12][C:13](=[O:14])[O:15][CH2:16][CH3:17])=[NH:18])[CH3:10].[CH3:19][CH2:20][OH:21].[CH3:1][N:2]([CH2:3][CH2:4][NH2:5])[CH3:6].[ClH:7]>>[CH3:1][N:2]([CH2:3][CH2:4][NH:5][C:11]([CH2:12][C:13](=[O:14])[O:15][CH2:16][CH3:17])=[NH:18])[CH3:6].